From a dataset of the Open Reaction Database (ORD), a public repository of structured organic reaction records. describe an organic reaction: reactants, conditions, products, and yield The reactants are COc1cc(CCCO)c(Br)cn1, [H-], CI, [Na+], CN(C)C=O. Product: COCCCc1cc(OC)ncc1Br. Reaction SMILES: [Br:1][c:2]1[c:3]([CH2:10][CH2:11][CH2:12][OH:13])[cH:4][c:5]([O:8][CH3:9])[n:6][cH:7]1.[H-:15].[I:16][CH3:17].[Na+:14].[O:18]=[CH:19][N:20]([CH3:21])[CH3:22]>>[Br:1][c:2]1[c:3]([CH2:10][CH2:11][CH2:12][O:13][CH3:17])[cH:4][c:5]([O:8][CH3:9])[n:6][cH:7]1. Reactants: [Br-], [Br-], [Br-], CCOC(=O)c1ccc2cc(-c3ccc4c(c3)OCO4)ccc2c1, OB(O)c1ccc2c(c1)OCO2, ClCCl, c1cc[nH+]cc1, c1cc[nH+]cc1, c1cc[nH+]cc1. The product is CCOC(=O)c1ccc2cc(-c3cc(Br)c4c(c3)OCO4)ccc2c1. Reaction SMILES: [Br-:37].[Br-:38].[Br-:39].[CH2:1]1[O:2][c:3]2[cH:4][cH:5][c:6](-[c:10]3[cH:11][c:12]4[cH:13][cH:14][c:15]([C:20](=[O:21])[O:22][CH2:23][CH3:24])[cH:16][c:17]4[cH:18][cH:19]3)[cH:7][c:8]2[O:9]1.[CH2:25]1[O:26][c:27]2[cH:28][cH:29][c:30]([B:31]([OH:32])[OH:33])[cH:34][c:35]2[O:36]1.[Cl:58][CH2:59][Cl:60].[nH+:40]1[cH:41][cH:42][cH:43][cH:44][cH:45]1.[nH+:46]1[cH:47][cH:48][cH:49][cH:50][cH:51]1.[nH+:52]1[cH:53][cH:54][cH:55][cH:56][cH:57]1>>[CH2:1]1[O:2][c:3]2[c:4]([Br:37])[cH:5][c:6](-[c:10]3[cH:11][c:12]4[cH:13][cH:14][c:15]([C:20](=[O:21])[O:22][CH2:23][CH3:24])[cH:16][c:17]4[cH:18][cH:19]3)[cH:7][c:8]2[O:9]1. Reactants: C(C(=C)C)(=O)OCCC[Si](OC)(OC)OC (3-methacryloyloxypropyltrimethoxy silane), COC1=CC=C(O)C=C1 (hydroquinone monomethyl ether). Run at temperature 87.5 celsius, time 33 hour. The product is C1C=CC2C1C3CC2C=C3 (dicyclopentadiene). Yield: 70.0%. RXN SMILES: [C:1](OCCC[Si](OC)(OC)OC)(=O)[C:2]([CH3:4])=[CH2:3].CO[C:19]1[CH:25]=[CH:24][C:22](O)=[CH:21][CH:20]=1>>[CH2:21]1[CH:1]2[CH:2]3[CH:4]=[CH:22][CH:24]([CH:25]2[CH:19]=[CH:20]1)[CH2:3]3. Procedure details: 59.1 g (0.20 mol) 3-methacryloyloxypropyltrimethoxy silane and some hydroquinone monomethyl ether (MEHQ) are placed in a sulphonation flask which is connected via a distillation bridge to a cracking apparatus. After flushing with argon, cyclopentadiene is fed into the reaction vessel, with simultaneous stirring and warming to 85 to 90° C. After 33 hours the reaction has finished and formed dicyclopentadiene is distilled off at 0.05 mbar. Following subsequent fractional distillation in a high vac...